This data is from the Open Reaction Database (ORD), a public repository of structured organic reaction records. The task is: describe an organic reaction: reactants, conditions, products, and yield Starting materials: COC(N(C)C)OC (dimethylformamide dimethylacetal), CC(C)(C)C=1C=C(C(=CC1)OC)S(=O)(=O)N (3-(1,1-dimethylethyl)-6-methoxybenzenesulfonamide), ice water. The solvent is CN(C=O)C (dimethylformamide). Run at time 30 minute. Product: CC(C)(C)C1=CC(=C(C=C1)OC)S(=O)(=O)N=CN(C)C (4-(1,1-Dimethylethyl)-2-dimethylaminomethyleneaminosulfonylanisole). As a reaction SMILES: [CH3:1][C:2]([C:5]1[CH:6]=[C:7]([S:13]([NH2:16])(=[O:15])=[O:14])[C:8]([O:11][CH3:12])=[CH:9][CH:10]=1)([CH3:4])[CH3:3].CO[CH:19](OC)[N:20]([CH3:22])[CH3:21]>CN(C)C=O>[CH3:4][C:2]([C:5]1[CH:10]=[CH:9][C:8]([O:11][CH3:12])=[C:7]([S:13]([N:16]=[CH:19][N:20]([CH3:22])[CH3:21])(=[O:15])=[O:14])[CH:6]=1)([CH3:1])[CH3:3]. Reported procedure: 4.68 g (0.02 mole) of 3-(1,1-dimethylethyl)-6-methoxybenzenesulfonamide are dissolved in 50 ml of dimethylformamide, and 2.5 g (0.022 mole) of dimethylformamide dimethylacetal are added. The mixture is left to stand for 30 minutes at room temperature and is poured into ice water and the product is filtered off with suction. The reactants are O[C@@H]([C@@H](OC1=CC=C(C=C1)B(O)O)C)CCC=1C=NC=CC1 ((1S,2R)-4-(2-Hydroxy-1-methyl-4-pyridin-3-ylbutoxy)benzeneboronic acid), BrC=1C=CC(=C(C1)S(=O)(=O)N)C (5-bromo-2-methylbenzenesulfonic acid amide), C([O-])([O-])=O.[Na+].[Na+] (sodium carbonate). Reagents/catalysts: C=1C=CC(=CC1)[P](C=2C=CC=CC2)(C=3C=CC=CC3)[Pd]([P](C=4C=CC=CC4)(C=5C=CC=CC5)C=6C=CC=CC6)([P](C=7C=CC=CC7)(C=8C=CC=CC8)C=9C=CC=CC9)[P](C=1C=CC=CC1)(C=1C=CC=CC1)C=1C=CC=CC1 (tetrakis(triphenylphosphine)palladium). Solvent: C(C)O (ethanol). Conditions: temperature 80 celsius. The product is CC1=C(C=C(C=C1)C1=CC=C(C=C1)O[C@H]([C@@H](CCC=1C=NC=CC1)O)C)S(=O)(=O)N ((1S,2R)-4-Methyl-4′-(2-hydroxy-1-methyl-4-pyridin-3-yl-butoxy)biphenyl-3-sulfonic acid amide). Yield: 35.3%. RXN SMILES: [OH:1][C@H:2]([CH2:15][CH2:16][C:17]1[CH:18]=[N:19][CH:20]=[CH:21][CH:22]=1)[C@H:3]([CH3:14])[O:4][C:5]1[CH:10]=[CH:9][C:8](B(O)O)=[CH:7][CH:6]=1.Br[C:24]1[CH:25]=[CH:26][C:27]([CH3:34])=[C:28]([S:30]([NH2:33])(=[O:32])=[O:31])[CH:29]=1.C(=O)([O-])[O-].[Na+].[Na+]>C1C=CC([P]([Pd]([P](C2C=CC=CC=2)(C2C=CC=CC=2)C2C=CC=CC=2)([P](C2C=CC=CC=2)(C2C=CC=CC=2)C2C=CC=CC=2)[P](C2C=CC=CC=2)(C2C=CC=CC=2)C2C=CC=CC=2)(C2C=CC=CC=2)C2C=CC=CC=2)=CC=1.C(O)C>[CH3:34][C:27]1[CH:26]=[CH:25][C:24]([C:8]2[CH:9]=[CH:10][C:5]([O:4][C@@H:3]([CH3:14])[C@H:2]([OH:1])[CH2:15][CH2:16][C:17]3[CH:18]=[N:19][CH:20]=[CH:21][CH:22]=3)=[CH:6][CH:7]=2)=[CH:29][C:28]=1[S:30]([NH2:33])(=[O:32])=[O:31] |f:2.3.4,^1:44,46,65,84|. Procedure details: Prepared according to the method described in Example 12b) from (1S,2R)-4-(2-hydroxy-1-methyl-4-pyridin-3-ylbutoxy)benzeneboronic acid (0.2g, Example 33), 5-bromo-2-methylbenzenesulfonic acid amide (1.7 g, Example 78a), ethanol (3 ml), 2M aqueous sodium carbonate (0.7 ml) and tetrakis(triphenylphosphine)palladium (0) (0.03 g) with heating at 80° C. for 3 hours. After work-up, the residue was purified by normal-phase HPLC eluting with a gradient of 0-25% ethanol in dichloromethane to give the tit... The reactants are C1(=CC=CC=C1)B(O)O (phenyl boronic acid), C(=O)([O-])[O-].[Na+].[Na+] (Na2CO3), BrC1=C2/C(/C(NC2=CC=C1)=O)=C/C=1NC=CC1OC ((Z)-4-bromo-1,3-dihydro-3-[(3-methoxy-1H-pyrrol-2-yl)methylene]-2H-indol-2-one), BrC1=C2/C(/C(NC2=CC=C1)=O)=C/C=1NC=CC1OC ((Z)-4-bromo-1,3-dihydro-3-[(3-methoxy-1H-pyrrol-2-yl)methylene]-2H-indol-2-one). Reagents/catalysts: C=1C=CC(=CC1)[P](C=2C=CC=CC2)(C=3C=CC=CC3)[Pd]([P](C=4C=CC=CC4)(C=5C=CC=CC5)C=6C=CC=CC6)([P](C=7C=CC=CC7)(C=8C=CC=CC8)C=9C=CC=CC9)[P](C=1C=CC=CC1)(C=1C=CC=CC1)C=1C=CC=CC1 ((Ph3P)4Pd). The solvent is COCCOC (DME). Product: C1(=CC=CC=C1)C1=C2/C(/C(NC2=CC=C1)=O)=C/C=1NC=CC1OC ((Z)-1,3-dihydro-4-phenyl-3-[(3-methoxy-1H-pyrrol-2-yl)methylene]-2H-indol-2-one). Yield: 23.5%. As a reaction SMILES: [C:1]1(B(O)O)[CH:6]=[CH:5][CH:4]=[CH:3][CH:2]=1.Br[C:11]1[CH:19]=[CH:18][CH:17]=[C:16]2[C:12]=1/[C:13](=[CH:21]/[C:22]1[NH:23][CH:24]=[CH:25][C:26]=1[O:27][CH3:28])/[C:14](=[O:20])[NH:15]2.C([O-])([O-])=O.[Na+].[Na+]>C1C=CC([P]([Pd]([P](C2C=CC=CC=2)(C2C=CC=CC=2)C2C=CC=CC=2)([P](C2C=CC=CC=2)(C2C=CC=CC=2)C2C=CC=CC=2)[P](C2C=CC=CC=2)(C2C=CC=CC=2)C2C=CC=CC=2)(C2C=CC=CC=2)C2C=CC=CC=2)=CC=1.COCCOC>[C:1]1([C:11]2[CH:19]=[CH:18][CH:17]=[C:16]3[C:12]=2/[C:13](=[CH:21]/[C:22]2[NH:23][CH:24]=[CH:25][C:26]=2[O:27][CH3:28])/[C:14](=[O:20])[NH:15]3)[CH:6]=[CH:5][CH:4]=[CH:3][CH:2]=1 |f:2.3.4,^1:38,40,59,78|. Procedure details: Using Method S above, phenyl boronic acid (86 mg, 0.70 mmol) (Aldrich) was coupled with (Z)-4-bromo-1,3-dihydro-3-[(3-methoxy-1H-pyrrol-2-yl)methylene]-2H-indol-2-one (150 mg, 0.47 mmol) (Starting Material 7) using (Ph3P)4Pd (27 mg) (Aldrich) as catalyst in aqueous 2M Na2CO3 (0.47 mL, 0.94 mmol) and DME (10 mL) at reflux for 2 days to give (Z)-1,3-dihydro-4-phenyl-3-[(3-methoxy-1H-pyrrol-2-yl)methylene]-2H-indol-2-one (yield: 35 mg, 23%). Starting materials: S1C=NC=C1 (thiazole), formula III, 2-ethylsulfinyl, [H-].[Na+] (sodium hydride), OCC1CN(CO1)C(C)(C)C (5-hydroxymethyl-N-t-butyloxazolidine). The solvent is O1CCCC1 (tetrahydrofuran), O1CCCC1 (tetrahydrofuran). Reaction conditions: temperature 50 celsius, time 4 hour. Yields the product C=C1OCCN1C(C)(C)C (methylene-N-t-butyloxazolidine). Reaction SMILES: [H-].[Na+].OC[CH:5]1[O:9][CH2:8][N:7]([C:10]([CH3:13])([CH3:12])[CH3:11])[CH2:6]1.S1C=CN=[CH:15]1>O1CCCC1>[CH2:15]=[C:8]1[N:7]([C:10]([CH3:13])([CH3:12])[CH3:11])[CH2:6][CH2:5][O:9]1 |f:0.1|. Reported procedure: This example illustrates the preparation of the compounds of formula III, via the procedure described in the Application of Berkoz, Lewis and Muchowski, Ser. No. 706,412, filed on even date herewith. In this example 0.012 mole of sodium hydride (50% mineral oil) is stirred in 50 ml. of tetrahydrofuran; under nitrogen, and 0.02 mole of 5-hydroxymethyl-N-t-butyloxazolidine is added. The mixture is then warmed to 50° C until reaction ceases (about 30 minutes) and then cooled to room temperature. 0.... The reactants are C1CCOC1, COc1cc2ncnc(Oc3cccc(N)c3)c2cc1OC, CN(C)c1ccncc1, Cc1ccc(-n2nc(C(F)(F)F)cc2NC(=O)Oc2ccccc2)cc1. The product is COc1cc2ncnc(Oc3cccc(NC(=O)Nc4cc(C(F)(F)F)nn4-c4ccc(C)cc4)c3)c2cc1OC. Reaction SMILES: [CH2:58]1[O:59][CH2:60][CH2:61][CH2:62]1.[CH3:27][O:28][c:29]1[cH:30][c:31]2[c:32]([O:41][c:42]3[cH:43][c:44]([NH2:45])[cH:46][cH:47][cH:48]3)[n:33][cH:34][n:35][c:36]2[cH:37][c:38]1[O:39][CH3:40].[CH3:49][N:50]([CH3:51])[c:52]1[cH:53][cH:54][n:55][cH:56][cH:57]1.[c:1]1([CH3:26])[cH:2][cH:3][c:4](-[n:7]2[n:8][c:9]([C:22]([F:23])([F:24])[F:25])[cH:10][c:11]2[NH:12][C:13]([O:14][c:15]2[cH:16][cH:17][cH:18][cH:19][cH:20]2)=[O:21])[cH:5][cH:6]1>>[c:1]1([CH3:26])[cH:2][cH:3][c:4](-[n:7]2[n:8][c:9]([C:22]([F:23])([F:24])[F:25])[cH:10][c:11]2[NH:12][C:13](=[O:21])[NH:45][c:44]2[cH:43][c:42]([O:41][c:32]3[c:31]4[cH:30][c:29]([O:28][CH3:27])[c:38]([O:39][CH3:40])[cH:37][c:36]4[n:35][cH:34][n:33]3)[cH:48][cH:47][cH:46]2)[cH:5][cH:6]1. Reactants: [Si](C)(C)(C(C)(C)C)OCC(COCP(=O)(OCC)OCC)ON1C2=NC=NC(=C2N=C1)N (9-(1-t-butyldimethylsilyloxy-3-diethoxyphosphorylmethoxyprop-2-oxy)adenine). Solvent: C(C)(=O)O (acetic acid). The product is C(C)OP(=O)(OCC)COCC(CO)ON1C2=NC=NC(=C2N=C1)N (9-(1-Diethoxyphosphorylmethoxy-3-hydroxyprop-2-oxy)adenine). As a reaction SMILES: [Si]([O:8][CH2:9][CH:10]([O:22][N:23]1[CH:31]=[N:30][C:29]2[C:24]1=[N:25][CH:26]=[N:27][C:28]=2[NH2:32])[CH2:11][O:12][CH2:13][P:14]([O:19][CH2:20][CH3:21])([O:16][CH2:17][CH3:18])=[O:15])(C(C)(C)C)(C)C>C(O)(=O)C>[CH2:17]([O:16][P:14]([CH2:13][O:12][CH2:11][CH:10]([O:22][N:23]1[CH:31]=[N:30][C:29]2[C:24]1=[N:25][CH:26]=[N:27][C:28]=2[NH2:32])[CH2:9][OH:8])([O:19][CH2:20][CH3:21])=[O:15])[CH3:18]. Reported procedure: A solution of 9-(1-t-butyldimethylsilyloxy-3-diethoxyphosphorylmethoxyprop-2-oxy)adenine (170 mg, 0.35 mmol) in 80% aqueous acetic acid (5 ml) was stirred at 85° C. for 5 hours. After evaporation, the residue was chromatographed on silica eluting with ethyl acetate-methanol 5:1 affording 9-(1-diethoxyphosphorylmethoxy3-hydroxyprop-2-oxy)adenine (120 mg, 92%) as a clear gum. νmax (film) 3340; 1700, 1600, 1330, 1290, 1240, 1030 and 970 cm-1 ; δH (CDCl3) 1.38(6H, t, J7.1 Hz, 2×CH2CH3), 3.70(2H, m, ...